Dataset: the Open Reaction Database (ORD), a public repository of structured organic reaction records. Task: describe an organic reaction: reactants, conditions, products, and yield Reactants: N1C(CC2=CC=CC=C12)C(=O)O (Racemic 2,3-dihydro-1H-indole-2-carboxylic acid), ice, C[O-].[Na+] (Sodium methoxide), [H-].[Al+3].[Li+].[H-].[H-].[H-] (Lithium aluminum hydride). Solvent: CO (methanol). Yields the product OCC1NC2=CC=CC=C2C1 ((+)-2-hydroxymethyl-indoline). The yield is 80.8%. Reaction SMILES: [NH:1]1[C:9]2[C:4](=[CH:5][CH:6]=[CH:7][CH:8]=2)[CH2:3][CH:2]1[C:10](O)=[O:11].C[O-].[Na+].[H-].[Al+3].[Li+].[H-].[H-].[H-]>CO>[OH:11][CH2:10][CH:2]1[CH2:3][C:4]2[C:9](=[CH:8][CH:7]=[CH:6][CH:5]=2)[NH:1]1 |f:1.2,3.4.5.6.7.8|. Procedure details: Racemic 2,3-dihydro-1H-indole-2-carboxylic acid (5.0 g, 30.6 mmol) was suspended in methanol (50 ml). Sodium methoxide (1.66 g, 30.6 mmol) was added, and the resulting slurry was stirred several minutes before the solvent was removed in vacuo. The entire sample was suspended in anhydrous tetrahydrofuran (60 ml). Lithium aluminum hydride (1.0M solution in tetrahydrofuran; 30.6 ml, 30.6 mmol) was added dropwise over 15 minutes. The reaction mixture was refluxed for 3 hours. The ice-bath-chilled mi...